Dataset: the Open Reaction Database (ORD), a public repository of structured organic reaction records. Task: describe an organic reaction: reactants, conditions, products, and yield Reactants: CC(C)(C)OC(=O)N1CC2OC2C1, CC#N, O=C(c1ccc(Cl)cc1)N1CCNCC1. The product is CC(C)(C)OC(=O)N1CC(O)C(N2CCN(C(=O)c3ccc(Cl)cc3)CC2)C1. As a reaction SMILES: [C:1]([CH3:2])([CH3:3])([CH3:4])[O:5][C:6](=[O:7])[N:8]1[CH2:9][CH:10]2[O:11][CH:12]2[CH2:13]1.[CH3:29][C:30]#[N:31].[Cl:14][c:15]1[cH:16][cH:17][c:18]([C:21](=[O:22])[N:23]2[CH2:24][CH2:25][NH:26][CH2:27][CH2:28]2)[cH:19][cH:20]1>>[C:1]([CH3:2])([CH3:3])([CH3:4])[O:5][C:6](=[O:7])[N:8]1[CH2:9][CH:10]([OH:11])[CH:12]([N:26]2[CH2:25][CH2:24][N:23]([C:21]([c:18]3[cH:17][cH:16][c:15]([Cl:14])[cH:20][cH:19]3)=[O:22])[CH2:28][CH2:27]2)[CH2:13]1. The reactants are CI (methyl iodide), C(CCC)[Li] (n-Butyl lithium), COCCNC(C[C@@H](C[C@@H](CC[C@H]1[C@H](C=CC2=C[C@@H](C[C@@H]([C@H]12)OC([C@H](CC)C)=O)C)C)O)O)=O (N-methoxyethyl-7-[1,2,6,7,8,8a(R)-hexahydro-2(S),6(R)-dimethyl-8(S)-[[2(S)-methylbutanoyl]oxy]-1(S)-naphthyl]-3(R),5(R)-dihydroxyheptanamide), alkali metal amide, N1CCCC1 (pyrrolidine), [Cl-].[NH4+] (ammonium chloride). Run in CCCCCC (hexane), O (water), O1CCCC1 (tetrahydrofuran), O1CCCC1 (Tetrahydrofuran). Conditions: temperature 25 celsius, time 30 minute. Product: COCCNC(C[C@@H](C[C@@H](CC[C@H]1[C@H](C=CC2=C[C@@H](C[C@@H]([C@H]12)OC(C(CC)(C)C)=O)C)C)O)O)=O (N-methoxyethyl-7-[1,2,6,7,8,8a(R)-hexahydro-2(S),6(R)-dimethyl-8(S)-[[2,2-dimethyl-butanoyl]oxy]-1(S)-naphthyl]-3(R),5(R)-dihydroxyheptanamide). As a reaction SMILES: N1CCC[CH2:2]1.C([Li])CCC.[CH3:11][O:12][CH2:13][CH2:14][NH:15][C:16](=[O:44])[CH2:17][C@H:18]([OH:43])[CH2:19][C@H:20]([OH:42])[CH2:21][CH2:22][C@@H:23]1[C@@H:32]2[C:27](=[CH:28][C@H:29]([CH3:40])[CH2:30][C@@H:31]2[O:33][C:34](=[O:39])[C@@H:35]([CH3:38])[CH2:36][CH3:37])[CH:26]=[CH:25][C@@H:24]1[CH3:41].CI.[Cl-].[NH4+]>CCCCCC.O1CCCC1.O>[CH3:11][O:12][CH2:13][CH2:14][NH:15][C:16](=[O:44])[CH2:17][C@H:18]([OH:43])[CH2:19][C@H:20]([OH:42])[CH2:21][CH2:22][C@@H:23]1[C@@H:32]2[C:27](=[CH:28][C@H:29]([CH3:40])[CH2:30][C@@H:31]2[O:33][C:34](=[O:39])[C:35]([CH3:2])([CH3:38])[CH2:36][CH3:37])[CH:26]=[CH:25][C@@H:24]1[CH3:41] |f:4.5|. Procedure details: Tetrahydrofuran (520 ml) and pyrrolidine (90 ml) are mixed and the mixture is cooled to −40° C. n-Butyl lithium in hexane (1.6M, 510 ml) is added under nitrogen atmosphere for 2 hours at −40° C. to −50° C. The contents are stirred for 30 minutes at −35° C. to −40° C. The residue obtained in step 1 is dissolved in tetrahydrofuran (200 ml) and added to the alkali metal amide solution prepared above for 20 minutes at −40° C. to −45° C. The reaction mass is stirred for 1 hour at −40° C. to −45° C. T... The reactants are C(C)(C)O (isopropanol), C(C)(C)O (isopropanol), OC1=CC=C(C(=O)O)C=C1.OC1=CC=C(C(=O)O)C=C1.CN[C@@H](C)C\C=C\C=1C=NC=C(C1)OC(C)C ((2S)-(4E)-N-methyl-5-(5-isopropoxy-3-pyridinyl)-4-penten-2-amine p-hydroxybenzoate p-Hydroxybenzoic acid), CN[C@@H](C)C\C=C\C=1C=NC=C(C1)OC(C)C ((2S)-(4E)-N-methyl-5-(5-isopropoxy-3-pyridinyl)-4-penten-2-amine), OC1=CC=C(C(=O)O)C=C1 (p-hydroxybenzoic acid). The solvent is C(C)(=O)OC(C)C (isopropyl acetate). The product is OC1=CC=C(C(=O)O)C=C1.CN[C@@H](C)C\C=C\C=1C=NC=C(C1)OC(C)C ((2S)-(4E)-N-methyl-5-(5-isopropoxy-3-pyridinyl)-4-penten-2-amine p-hydroxybenzoate). RXN SMILES: [OH:1][C:2]1[CH:10]=[CH:9][C:5]([C:6]([OH:8])=[O:7])=[CH:4][CH:3]=1.OC1C=CC(C(O)=O)=CC=1.[CH3:21][NH:22][C@H:23]([CH2:25]/[CH:26]=[CH:27]/[C:28]1[CH:29]=[N:30][CH:31]=[C:32]([O:34][CH:35]([CH3:37])[CH3:36])[CH:33]=1)[CH3:24].CN[C@H](C/C=C/C1C=NC=C(OC(C)C)C=1)C.OC1C=CC(C(O)=O)=CC=1.C(O)(C)C>C(OC(C)C)(=O)C>[OH:1][C:2]1[CH:10]=[CH:9][C:5]([C:6]([OH:8])=[O:7])=[CH:4][CH:3]=1.[CH3:21][NH:22][C@H:23]([CH2:25]/[CH:26]=[CH:27]/[C:28]1[CH:29]=[N:30][CH:31]=[C:32]([O:34][CH:35]([CH3:37])[CH3:36])[CH:33]=1)[CH3:24] |f:0.1.2,7.8|. Procedure details: (2S)-(4E)-N-methyl-5-(5-isopropoxy-3-pyridinyl)-4-penten-2-amine p-hydroxybenzoate p-Hydroxybenzoic acid (2.62 g, 19.0 mmol) was added in portions to a stirred solution (2S)-(4E)-N-methyl-5-(5-isopropoxy-3-pyridinyl)-4-penten-2-amine (4.79 g of 93% pure, 19.0 mmol) in isopropyl acetate (50 mL). During the addition, crystallization of salt was evident. After complete addition of the p-hydroxybenzoic acid, the suspension was heated near its boiling point as isopropanol was slowly added. After 15 m... Starting materials: C1(=CC=CC=C1)COC(C(CCO)(C)C)=O (4-hydroxy-2,2-dimethylbutanoic acid phenylmethyl ester), CN(C)C1=NC=CC=C1 (dimethylaminopyridine), C(CCCCCCCCC)(=O)Cl (decanoyl chloride). Solvent: ClCCl (dichloromethane), ClCCl (dichloromethane). Conditions: time 2 hour. Product: C1(=CC=CC=C1)COC(C(CCOC(CCCCCCCCC)=O)(C)C)=O (2,2-dimethyl-4-[(1-oxodecyl)oxy]butanoic acid phenylmethyl ester). The yield is 74.6%. As a reaction SMILES: [C:1]1([CH2:7][O:8][C:9](=[O:16])[C:10]([CH3:15])([CH3:14])[CH2:11][CH2:12][OH:13])[CH:6]=[CH:5][CH:4]=[CH:3][CH:2]=1.CN(C1C=CC=CN=1)C.[C:26](Cl)(=[O:36])[CH2:27][CH2:28][CH2:29][CH2:30][CH2:31][CH2:32][CH2:33][CH2:34][CH3:35]>ClCCl>[C:1]1([CH2:7][O:8][C:9](=[O:16])[C:10]([CH3:14])([CH3:15])[CH2:11][CH2:12][O:13][C:26](=[O:36])[CH2:27][CH2:28][CH2:29][CH2:30][CH2:31][CH2:32][CH2:33][CH2:34][CH3:35])[CH:6]=[CH:5][CH:4]=[CH:3][CH:2]=1. Procedure details: To a solution of 4-hydroxy-2,2-dimethylbutanoic acid phenylmethyl ester (1.11 g), in dichloromethane in an ice bath, was added dimethylaminopyridine (0.72 g) followed by a solution of decanoyl chloride (0.95 g) in dichloromethane (5 mL). The mixture was stirred at room temperature for 2 hours and was filtered. The filtrate was evaporated and the residue was chromatographed on silica gel eluting with dichloromethane to afford 1.4 g (74.5%) of 2,2-dimethyl-4-[(1-oxodecyl)oxy]butanoic acid phenylme... Reactants: BrN1C(CCC1=O)=O (N-bromosuccinimide), C(C)(C)(C)OC(=O)N1CCN(CC1)C=1C2=C(SC1)C=C(C=C2)F (4-(6-fluoro-benzo[b]thiophen-3-yl)-piperazine-1-carboxylic acid tert-butyl ester). The solvent is C(Cl)(Cl)(Cl)Cl (CCl4). The product is C(C)(C)(C)OC(=O)N1CCN(CC1)C=1C2=C(SC1Br)C=C(C=C2)F (4-(2-Bromo-6-fluoro-benzo[b]thiophen-3-yl)-piperazine-1-carboxylic acid tert-butyl ester). Yield: 85.1%. As a reaction SMILES: [Br:1]N1C(=O)CCC1=O.[C:9]([O:13][C:14]([N:16]1[CH2:21][CH2:20][N:19]([C:22]2[C:23]3[CH:30]=[CH:29][C:28]([F:31])=[CH:27][C:24]=3[S:25][CH:26]=2)[CH2:18][CH2:17]1)=[O:15])([CH3:12])([CH3:11])[CH3:10]>C(Cl)(Cl)(Cl)Cl>[C:9]([O:13][C:14]([N:16]1[CH2:17][CH2:18][N:19]([C:22]2[C:23]3[CH:30]=[CH:29][C:28]([F:31])=[CH:27][C:24]=3[S:25][C:26]=2[Br:1])[CH2:20][CH2:21]1)=[O:15])([CH3:12])([CH3:10])[CH3:11]. Reported procedure: In an alternative procedure, add N-bromosuccinimide (1.319 g, 6.62 mmol) to a stirring solution of 4-(6-fluoro-benzo[b]thiophen-3-yl)-piperazine-1-carboxylic acid tert-butyl ester (Example 46a) (2.226 g, 6.62 mmol) in CCl4 and reflux for 2 h. Allow cooling to room temperature and filter. Evaporate the solvent and purify the residue by chromatography over silica gel (EtOAc/heptane, 9:1) to obtain 2.34 g (94%) of oil. The reactants are COC1=CC=C(C(=C1C=O)C)B1OC(C(O1)(C)C)(C)C (6-Methoxy-2-methyl-3-(4,4,5,5-tetramethyl-1,3,2-dioxaborolan-2-yl)benzaldehyde), C(C1=CC=CC=C1)OC=1C(=NC(=CC1)Br)C(=O)OC (methyl 3-(benzyloxy)-6-bromopyridine-2-carboxylate), C([O-])([O-])=O.[Na+].[Na+] (sodium carbonate), CCCCCC (hexane). Reagents/catalysts: C=1C=CC(=CC1)[P](C=2C=CC=CC2)(C=3C=CC=CC3)[Pd]([P](C=4C=CC=CC4)(C=5C=CC=CC5)C=6C=CC=CC6)([P](C=7C=CC=CC7)(C=8C=CC=CC8)C=9C=CC=CC9)[P](C=1C=CC=CC1)(C=1C=CC=CC1)C=1C=CC=CC1 (tetrakis(triphenylphosphine)palladium(0)). Solvent: O (water), COCCOC (1,2-dimethoxyethane), O (water). Conditions: temperature 90 celsius, time 3 hour. The product is C(C1=CC=CC=C1)OC=1C(=NC(=CC1)C1=C(C(=C(C=C1)OC)C=O)C)C(=O)OC (Methyl 3-(benzyloxy)-6-(3-formyl-4-methoxy-2-methylphenyl)pyridine-2-carboxylate). Yield: 111.5%. RXN SMILES: [CH3:1][O:2][C:3]1[C:8]([CH:9]=[O:10])=[C:7]([CH3:11])[C:6](B2OC(C)(C)C(C)(C)O2)=[CH:5][CH:4]=1.[CH2:21]([O:28][C:29]1[C:30]([C:36]([O:38][CH3:39])=[O:37])=[N:31][C:32](Br)=[CH:33][CH:34]=1)[C:22]1[CH:27]=[CH:26][CH:25]=[CH:24][CH:23]=1.C(=O)([O-])[O-].[Na+].[Na+].CCCCCC>COCCOC.O.C1C=CC([P]([Pd]([P](C2C=CC=CC=2)(C2C=CC=CC=2)C2C=CC=CC=2)([P](C2C=CC=CC=2)(C2C=CC=CC=2)C2C=CC=CC=2)[P](C2C=CC=CC=2)(C2C=CC=CC=2)C2C=CC=CC=2)(C2C=CC=CC=2)C2C=CC=CC=2)=CC=1>[CH2:21]([O:28][C:29]1[C:30]([C:36]([O:38][CH3:39])=[O:37])=[N:31][C:32]([C:6]2[CH:5]=[CH:4][C:3]([O:2][CH3:1])=[C:8]([CH:9]=[O:10])[C:7]=2[CH3:11])=[CH:33][CH:34]=1)[C:22]1[CH:23]=[CH:24][CH:25]=[CH:26][CH:27]=1 |f:2.3.4,^1:62,64,83,102|. Procedure: A suspension of the 6-methoxy-2-methyl-3-(4,4,5,5-tetramethyl-1,3,2-dioxaborolan-2-yl)benzaldehyde produced in Example 4-1 (1.91 g, 6.92 mmol), methyl 3-(benzyloxy)-6-bromopyridine-2-carboxylate (PCT Int. Appl., 2010080478, 15 Jul. 2010) (2.23 g, 6.92 mmol), sodium carbonate (2.20 g, 20.8 mmol), and tetrakis(triphenylphosphine)palladium(0) (0.40 g, 0.35 mmol) in 1,2-dimethoxyethane (38 ml) and water (17 ml) was prepared at room temperature, and the suspension thus prepared was then stirred at 90... Starting materials: CNC=1SC=C(N1)C=1[C@]2(C)[C@@H](CC1)[C@@H]1CC=C3C[C@H](CC[C@]3(C)[C@H]1CC2)O ((3β)-17-[2-(methylamino)-4-thiazolyl]-androsta-5,16-dien-3-ol), Br (HBr). The product is CNC=1SC=C(N1)C=1[C@]2(C)[C@@H](CC1)[C@@H]1CC=C3CC(CC[C@]3(C)[C@H]1CC2)=O (17-[2-(methylamino)-4-thiazolyl]-androsta-5,16-dien-3-one). Reaction SMILES: [CH3:1][NH:2][C:3]1[S:4][CH:5]=[C:6]([C:8]2[C@:9]3([CH2:26][CH2:25][C@H:24]4[C@@H:14]([CH2:15][CH:16]=[C:17]5[C@:22]4([CH3:23])[CH2:21][CH2:20][C@H:19]([OH:27])[CH2:18]5)[C@@H:11]3[CH2:12][CH:13]=2)[CH3:10])[N:7]=1.Br>>[CH3:1][NH:2][C:3]1[S:4][CH:5]=[C:6]([C:8]2[C@:9]3([CH2:26][CH2:25][C@H:24]4[C@@H:14]([CH2:15][CH:16]=[C:17]5[C@:22]4([CH3:23])[CH2:21][CH2:20][C:19](=[O:27])[CH2:18]5)[C@@H:11]3[CH2:12][CH:13]=2)[CH3:10])[N:7]=1. Procedure: In an analogous manner to example 2 the title compound is prepared from (3β)-17-[2-(methylamino)-4-thiazolyl]-androsta-5,16-dien-3-ol.HBr prepared in example 3. Procedure details: Stir 48 g of 3-(5-nitro-2-furyl)-1-phenylpyrazole-4-carboxaldehyde together with 22 g of ethyl carbazate, 5 drops of glacial acetic acid and 500 ml of ethanol for 3 hours at 60° C. Add 500 ml of water dropwise to the resulting reaction mixture at room temperature. Vacuum filter and wash the obtained precipitate with ethanol/water and with water. Dry the precipitate and then admix it with toluene at 90° C to obtain a 94% yield of 3-(5-nitro-2-furyl)-1-phenylpyrazole-4-carboxaldehyde-ethoxycarbony... Run in O (water). Starting materials: [N+](=O)([O-])C1=CC=C(O1)C1=NN(C=C1C=O)C1=CC=CC=C1 (3-(5-nitro-2-furyl)-1-phenylpyrazole-4-carboxaldehyde), C(NN)(=O)OCC (ethyl carbazate), C(C)O (ethanol). RXN SMILES: [N+:1]([C:4]1[O:8][C:7]([C:9]2[C:13]([CH:14]=O)=[CH:12][N:11]([C:16]3[CH:21]=[CH:20][CH:19]=[CH:18][CH:17]=3)[N:10]=2)=[CH:6][CH:5]=1)([O-:3])=[O:2].[C:22]([O:26][CH2:27][CH3:28])(=[O:25])[NH:23][NH2:24].C(O)C>C(O)(=O)C.O>[CH2:27]([O:26][C:22]([NH:23][N:24]=[CH:14][C:13]1[C:9]([C:7]2[O:8][C:4]([N+:1]([O-:3])=[O:2])=[CH:5][CH:6]=2)=[N:10][N:11]([C:16]2[CH:21]=[CH:20][CH:19]=[CH:18][CH:17]=2)[CH:12]=1)=[O:25])[CH3:28]. Reagents/catalysts: C(C)(=O)O (acetic acid). Yields the product C(C)OC(=O)NN=CC=1C(=NN(C1)C1=CC=CC=C1)C=1OC(=CC1)[N+](=O)[O-] (3-(5-nitro-2-furyl)-1-phenylpyrazole-4-carboxaldehyde-ethoxycarbonylhydrazone). Yield: 94.0%.